Dataset: the Open Reaction Database (ORD), a public repository of structured organic reaction records. Task: describe an organic reaction: reactants, conditions, products, and yield Reactants: CN(C)C=O, Cl, O=N[O-], [Na+], NN(c1ccccc1)c1ccccc1. Product: O=NN(c1ccccc1)c1ccccc1. RXN SMILES: [CH3:20][N:21]([CH3:22])[CH:23]=[O:24].[ClH:19].[N:15](=[O:16])[O-:17].[Na+:18].[c:1]1([N:7]([NH2:8])[c:9]2[cH:10][cH:11][cH:12][cH:13][cH:14]2)[cH:2][cH:3][cH:4][cH:5][cH:6]1>>[c:1]1([N:7]([N:8]=[O:16])[c:9]2[cH:10][cH:11][cH:12][cH:13][cH:14]2)[cH:2][cH:3][cH:4][cH:5][cH:6]1.